From a dataset of the Open Reaction Database (ORD), a public repository of structured organic reaction records. describe an organic reaction: reactants, conditions, products, and yield Starting materials: BrB(Br)Br, CCOC(=O)COc1cc(Cl)c2c(=O)c(-c3ccccc3O)coc2c1, ClCCl. The product is O=C(O)COc1cc(Cl)c2c(=O)c(-c3ccccc3O)coc2c1. RXN SMILES: [B:27]([Br:28])([Br:29])[Br:30].[Cl:1][c:2]1[cH:3][c:4]([O:20][CH2:21][C:22](=[O:23])[O:24][CH2:25][CH3:26])[cH:5][c:6]2[c:7]1[c:8](=[O:19])[c:9](-[c:12]1[c:13]([OH:18])[cH:14][cH:15][cH:16][cH:17]1)[cH:10][o:11]2.[Cl:31][CH2:32][Cl:33]>>[Cl:1][c:2]1[cH:3][c:4]([O:20][CH2:21][C:22](=[O:23])[OH:24])[cH:5][c:6]2[c:7]1[c:8](=[O:19])[c:9](-[c:12]1[c:13]([OH:18])[cH:14][cH:15][cH:16][cH:17]1)[cH:10][o:11]2. The reactants are CC(C)(OC1CCCCO1)c1ccc(Br)cc1F, CC(=O)[O-], COC(=O)c1cnc2c(c1)cc(C(=CC1CCCC1)OS(=O)(=O)c1ccc(C)cc1)n2S(=O)(=O)c1ccccc1, CS(C)=O, [K+], [Na+], [Na+], O=C([O-])[O-]. Product: COC(=O)c1cnc2c(c1)cc(C(=CC1CCCC1)c1ccc(C(C)(C)OC3CCCCO3)c(F)c1)n2S(=O)(=O)c1ccccc1. RXN SMILES: [Br:1][c:2]1[cH:3][c:4]([F:18])[c:5]([C:8]([CH3:9])([O:10][CH:11]2[O:12][CH2:13][CH2:14][CH2:15][CH2:16]2)[CH3:17])[cH:6][cH:7]1.[CH3:20][C:21](=[O:22])[O-:23].[CH3:24][O:25][C:26](=[O:27])[c:28]1[cH:29][c:30]2[c:31]([n:32][cH:33]1)[n:34]([S:55](=[O:56])(=[O:57])[c:58]1[cH:59][cH:60][cH:61][cH:62][cH:63]1)[c:35]([C:37](=[CH:38][CH:39]1[CH2:40][CH2:41][CH2:42][CH2:43]1)[O:44][S:45]([c:46]1[cH:47][cH:48][c:49]([CH3:50])[cH:51][cH:52]1)(=[O:53])=[O:54])[cH:36]2.[CH3:70][S:71]([CH3:72])=[O:73].[K+:19].[Na+:64].[Na+:65].[O-:66][C:67](=[O:68])[O-:69]>>[c:2]1([C:37]([c:35]2[n:34]([S:55](=[O:56])(=[O:57])[c:58]3[cH:59][cH:60][cH:61][cH:62][cH:63]3)[c:31]3[c:30]([cH:29][c:28]([C:26]([O:25][CH3:24])=[O:27])[cH:33][n:32]3)[cH:36]2)=[CH:38][CH:39]2[CH2:40][CH2:41][CH2:42][CH2:43]2)[cH:3][c:4]([F:18])[c:5]([C:8]([CH3:9])([O:10][CH:11]2[O:12][CH2:13][CH2:14][CH2:15][CH2:16]2)[CH3:17])[cH:6][cH:7]1.